This data is from the Open Reaction Database (ORD), a public repository of structured organic reaction records. The task is: describe an organic reaction: reactants, conditions, products, and yield Reactants: [Cl-].[NH4+] (ammonium chloride), CCCCCC (hexane), BrC=1C=C2CCCC2=CC1 (5-bromo-indane), C(C)OB(OCC)OCC (triethylborate). Solvent: O1CCCC1 (tetrahydrofuran). Run at temperature -65 celsius, time 30 minute. Product: C1CCC2=CC(=CC=C12)B(O)O (indan-5-boronic acid). As a reaction SMILES: CCCCCC.Br[C:8]1[CH:9]=[C:10]2[C:14](=[CH:15][CH:16]=1)[CH2:13][CH2:12][CH2:11]2.C([O:19][B:20](OCC)[O:21]CC)C.[Cl-].[NH4+]>O1CCCC1>[CH2:13]1[C:14]2[C:10](=[CH:9][C:8]([B:20]([OH:21])[OH:19])=[CH:16][CH:15]=2)[CH2:11][CH2:12]1 |f:3.4|. Procedure details: A solution of n-butylithium in hexane (13.2 mL of 1.6 M, 21 mmol) is added to a stirred solution of 5-bromo-indane (1.06 g 4 mmol) in dry tetrahydrofuran (30 mL) at −75° C. under an argon atmosphere. The mixture is stirred for 30 min at −65° C., then treated with triethylborate (3.07 g, 21 mmol) and stirred for 60 min at −50° C. The resulting mixture is allowed to warm to 0° C. and then treated with a saturated aqueous solution of ammonium chloride (60 mL) and extracted with ethyl acetate (2×80 ... The reactants are ClC1=NC(=NC=C1)C(F)(F)F (4-chloro-2-(trifluoromethyl)pyrimidine), N1CCC(C(=O)N)CC1 (isonipecotamide), C([O-])([O-])=O.[Na+].[Na+] (sodium carbonate). The solvent is C(C)#N (acetonitrile), CN(C)C=O (DMF). Product: FC(C1=NC=CC(=N1)N1CCC(CC1)C(=O)N)(F)F (1-[2-(Trifluoromethyl)-4-pyrimidinyl]-4-piperidinecarboxamide). The yield is 69.6%. As a reaction SMILES: Cl[C:2]1[CH:7]=[CH:6][N:5]=[C:4]([C:8]([F:11])([F:10])[F:9])[N:3]=1.[NH:12]1[CH2:20][CH2:19][CH:15]([C:16]([NH2:18])=[O:17])[CH2:14][CH2:13]1.C(=O)([O-])[O-].[Na+].[Na+]>C(#N)C.CN(C=O)C>[F:9][C:8]([F:11])([F:10])[C:4]1[N:3]=[C:2]([N:12]2[CH2:20][CH2:19][CH:15]([C:16]([NH2:18])=[O:17])[CH2:14][CH2:13]2)[CH:7]=[CH:6][N:5]=1 |f:2.3.4|. Reported procedure: A mixture of 4-chloro-2-(trifluoromethyl)pyrimidine (IV, 23.66 g, 0.130 mol), isonipecotamide (V, 16.66 g, 0.130 mol), and sodium carbonate (27.56 g, 0.260 mol) in acetonitrile (250 mL) was refluxed for 4 hr. The mixture was cooled and a solid mass formed. This mass was dissolved in DMF (300 mL) and filtered to remove the inorganics. The solvent was removed in vacuo and the crude product was recrystallized from isopropanol and then from 90% ethanol to give colorless needles (24.8 g, 70%). Yield: 45.5%. Procedure: 435 mg of 6-(ethoxycarbonyl)pyridazine-3-carboxylic acid was dissolved in 11.0 mL of dimethoxyethane, and 0.424 mL of 4-methylmorpholine and 0.531 ml, of isobutyl chloroformate were added thereto at 0° C. After stirring at 0° C. for 2 hours, a suspension of 294 mg of sodium borohydride in water (2.50 mL) was added to the reaction liquid, followed by further stiffing at 0° C. for 20 minutes. To the reaction liquid was added water, followed by extraction with ethyl acetate, and the organic layer w... Reaction conditions: temperature 0 celsius, time 2 hour. Reactants: [BH4-].[Na+] (sodium borohydride), CN1CCOCC1 (4-methylmorpholine), ClC(=O)OCC(C)C (isobutyl chloroformate), C(C)OC(=O)C1=CC=C(N=N1)C(=O)O (6-(ethoxycarbonyl)pyridazine-3-carboxylic acid). As a reaction SMILES: [CH2:1]([O:3][C:4]([C:6]1[N:11]=[N:10][C:9]([C:12](O)=[O:13])=[CH:8][CH:7]=1)=[O:5])[CH3:2].CN1CCOCC1.ClC(OCC(C)C)=O.[BH4-].[Na+]>C(COC)OC.O>[OH:13][CH2:12][C:9]1[N:10]=[N:11][C:6]([C:4]([O:3][CH2:1][CH3:2])=[O:5])=[CH:7][CH:8]=1 |f:3.4|. Yields the product OCC1=CC=C(N=N1)C(=O)OCC (ethyl 6-(hydroxymethyl)pyridazine-3-carboxylate). Run in O (water), C(OC)COC (dimethoxyethane), O (water). The reactants are N[C@@H]1[C@@H](CN(CC1)C1=CC=C(S1)C(=O)OC)OC (methyl cis(±)-5-(4-amino-3-methoxypiperidin-1-yl)thiophene-2-carboxylate), ON1N=NC2=C1C=CC=C2 (1-hydroxybenzotriazole), CN1CCOCC1 (N-methylmorpholine), ClC=1N=C(NC1CC)C(=O)O (4-chloro-5-ethyl-1H-imidazole-2-carboxylic acid), CCN=C=NCCCN(C)C.Cl (WSC hydrochloride). Yields the product ClC=1N=C(NC1CC)C(=O)N[C@@H]1[C@@H](CN(CC1)C1=CC=C(S1)C(=O)OC)OC (Methyl cis(±)-5-(4-{[(4-chloro-5-ethyl-1H-imidazol-2-yl)carbonyl]amino}-3-methoxypiperidin-1-yl)thiophene-2-carboxylate). Yield: 50.2%. RXN SMILES: [NH2:1][C@H:2]1[CH2:7][CH2:6][N:5]([C:8]2[S:12][C:11]([C:13]([O:15][CH3:16])=[O:14])=[CH:10][CH:9]=2)[CH2:4][C@H:3]1[O:17][CH3:18].[Cl:19][C:20]1[N:21]=[C:22]([C:27](O)=[O:28])[NH:23][C:24]=1[CH2:25][CH3:26].CCN=C=NCCCN(C)C.Cl.ON1C2C=CC=CC=2N=N1.CN1CCOCC1>>[Cl:19][C:20]1[N:21]=[C:22]([C:27]([NH:1][C@H:2]2[CH2:7][CH2:6][N:5]([C:8]3[S:12][C:11]([C:13]([O:15][CH3:16])=[O:14])=[CH:10][CH:9]=3)[CH2:4][C@H:3]2[O:17][CH3:18])=[O:28])[NH:23][C:24]=1[CH2:25][CH3:26] |f:2.3|. Reported procedure: The same operation as in Example (221c) was performed using methyl cis(±)-5-(4-amino-3-methoxypiperidin-1-yl)thiophene-2-carboxylate obtained in Example (244c) (76 mg, 0.28 mmol), 4-chloro-5-ethyl-1H-imidazole-2-carboxylic acid obtained in Example (1d) (54 mg, 0.31 mmol), WSC hydrochloride (162 mg, 0.84 mmol), 1-hydroxybenzotriazole (38 mg, 0.28 mmol) and N-methylmorpholine (0.06 mL, 0.56 mmol), to obtain 60 mg of the title compound as a pale brown solid (50%). The reactants are O1N=C(C2=C1CCOC2)C(=O)O (6,7-dihydro-4H-pyrano[3,4-d]isoxazole-3-carboxylic acid), N[C@H](CN1N=C(C=C1)C1=CC(=C(C#N)C=C1)Cl)C ((S)-4-(1-(2-aminopropyl)-1H-pyrazol-3-yl)-2-chlorobenzonitrile). The product is ClC=1C=C(C=CC1C#N)C1=NN(C=C1)C[C@H](C)NC(=O)C1=NOC2=C1COCC2 ((S)—N-(1-(3-(3-chloro-4-cyanophenyl)-1H-pyrazol-1-yl)propan-2-yl)-6,7-dihydro-4H-pyrano[3,4-d]isoxazole-3-carboxamide). Yield: 9.5%. Reaction SMILES: [O:1]1[C:5]2[CH2:6][CH2:7][O:8][CH2:9][C:4]=2[C:3]([C:10]([OH:12])=O)=[N:2]1.[NH2:13][C@@H:14]([CH3:30])[CH2:15][N:16]1[CH:20]=[CH:19][C:18]([C:21]2[CH:28]=[CH:27][C:24]([C:25]#[N:26])=[C:23]([Cl:29])[CH:22]=2)=[N:17]1>>[Cl:29][C:23]1[CH:22]=[C:21]([C:18]2[CH:19]=[CH:20][N:16]([CH2:15][C@@H:14]([NH:13][C:10]([C:3]3[C:4]4[CH2:9][O:8][CH2:7][CH2:6][C:5]=4[O:1][N:2]=3)=[O:12])[CH3:30])[N:17]=2)[CH:28]=[CH:27][C:24]=1[C:25]#[N:26]. Procedure: The title compound was prepared using the method of Example 34(d) starting from 6,7-dihydro-4H-pyrano[3,4-d]isoxazole-3-carboxylic acid (0.101 g, 0.598 mmol) and (S)-4-(1-(2-aminopropyl)-1H-pyrazol-3-yl)-2-chlorobenzonitrile (0.12 g, 0.460 mmol). The product was purified by reverse phase flash chromatography. Yield 9.50%. 1H-NMR (400 MHz; CDCl3): δ 1.25 (d, 3H), 2.93 (t, 2H), 3.90 (t, 2H), 4.26 (dd, 1H), 4.42 (dd, 1H), 4.50-4.62 (m, 1H), 4.86-4.90 (m, 2H), 6.64 (d, 1H), 7.50 (d, 1H), 7.64 (d, 1H... The reactants are O=C([O-])O, CCCCc1nc(C(=O)N2CCOC3(CCN(Cc4cccc(CCO)c4F)CC3)C2)cs1, CCOC(C)=O, ClCCl, [Na+], [Na+], [Na+], O=C(O)C(F)(F)F, O=S([O-])([O-])=S. Product: CCCCc1nc(C(=O)N2CCOC3(CCN(Cc4cccc(CC=O)c4F)CC3)C2)cs1. Reaction SMILES: [C:48](=[O:49])([OH:50])[O-:51].[CH2:1]([CH2:2][CH2:3][CH3:4])[c:5]1[s:6][cH:7][c:8]([C:10](=[O:11])[N:12]2[CH2:13][CH2:14][O:15][C:16]3([CH2:17]2)[CH2:18][CH2:19][N:20]([CH2:23][c:24]2[c:25]([F:33])[c:26]([CH2:30][CH2:31][OH:32])[cH:27][cH:28][cH:29]2)[CH2:21][CH2:22]3)[n:9]1.[CH3:56][CH2:57][O:58][C:59](=[O:60])[CH3:61].[Cl:53][CH2:54][Cl:55].[Na+:46].[Na+:47].[Na+:52].[OH:34][C:35]([C:36]([F:37])([F:38])[F:39])=[O:40].[S:41]([O-:42])([O-:43])(=[O:44])=[S:45]>>[CH2:1]([CH2:2][CH2:3][CH3:4])[c:5]1[s:6][cH:7][c:8]([C:10](=[O:11])[N:12]2[CH2:13][CH2:14][O:15][C:16]3([CH2:17]2)[CH2:18][CH2:19][N:20]([CH2:23][c:24]2[c:25]([F:33])[c:26]([CH2:30][CH:31]=[O:32])[cH:27][cH:28][cH:29]2)[CH2:21][CH2:22]3)[n:9]1. The reactants are [BH4-].[Na+] (sodium borohydride), ClC1=CC=2N(C=NS(C2S1)(=O)=O)CCF (6-Chloro-4-(2-fluoroethyl)-4H-thieno[3,2-e][1,2,4]thiadiazine 1,1-dioxide), Cl (hydrochloric acid). The solvent is O (water), C(C)(C)O (isopropanol). Run at temperature 60 celsius. Yields the product ClC1=CC=2N(CNS(C2S1)(=O)=O)CCF (6-Chloro-4-(2-fluoroethyl)-3,4-dihydro-2H-thieno[3,2-e][1,2,4]-thiadiazine 1,1-dioxide). As a reaction SMILES: [Cl:1][C:2]1[S:10][C:9]2[S:8](=[O:12])(=[O:11])[N:7]=[CH:6][N:5]([CH2:13][CH2:14][F:15])[C:4]=2[CH:3]=1.[BH4-].[Na+].Cl>C(O)(C)C.O>[Cl:1][C:2]1[S:10][C:9]2[S:8](=[O:12])(=[O:11])[NH:7][CH2:6][N:5]([CH2:13][CH2:14][F:15])[C:4]=2[CH:3]=1 |f:1.2|. Reported procedure: 100 mg of the compound obtained in Step A above are dissolved in 4 ml of isopropanol. The mixture is heated to 60° C., then 200 mg of sodium borohydride are added. After minutes at that temperature, the solvent is evaporated off under reduced pressure. The residue that is obtained is taken up in 10 ml of water, cooled in an ice bath and adjusted to pH 4 by addition of 6N hydrochloric acid. The insoluble material is collected by filtration and washed with water. The product is then dissolved in a... Reactants: C(CCC)[Sn](C#CC)(CCCC)CCCC (tributyl(1-propynyl)tin), ClC1=CC=C2C(=C1)NC(C21C(NC(CC1C1=CC(=CC=C1)Cl)=O)C1=C(C=CC(=C1)I)OCCO)=O (racemic (2′R,3R,4′S)-6-chloro-4′-(3-chlorophenyl)-2′-[5-iodo-2-(2-hydroxy-ethoxy)-phenyl]spiro[3H-indole-3,3′-piperidine]-2,6′(1H)-dione). Reagents/catalysts: C=1C=CC(=CC1)/C=C/C(=O)/C=C/C2=CC=CC=C2.C=1C=CC(=CC1)/C=C/C(=O)/C=C/C2=CC=CC=C2.C=1C=CC(=CC1)/C=C/C(=O)/C=C/C2=CC=CC=C2.[Pd].[Pd] (tris(dibenzylideneacetone)dipalladium(0)), C1(=CC=CC=C1)P(C1=CC=CC=C1)C1=CC=CC=C1 (tri-phenylphosphine), [Cu]I (CuI). Solvent: O1CCOCC1 (dioxane). Conditions: temperature 80 celsius. Yields the product ClC1=CC=C2C(=C1)NC(C21C(NC(CC1C1=CC(=CC=C1)Cl)=O)C1=C(C=CC(=C1)C#CC)OCCO)=O (racemic (2′R,3R,4′S)-6-chloro-4′-(3-chlorophenyl)-2′-[2-(2-hydroxy-ethoxy)-5-(1-propynyl)-phenyl]spiro[3H-indole-3,3′-piperidine]-2,6′(1H)-dione). Yield: 99.2%. Reaction SMILES: [Cl:1][C:2]1[CH:7]=[C:6]2[NH:8][C:9](=[O:35])[C:10]3([CH:15]([C:16]4[CH:21]=[CH:20][CH:19]=[C:18]([Cl:22])[CH:17]=4)[CH2:14][C:13](=[O:23])[NH:12][CH:11]3[C:24]3[CH:29]=[C:28](I)[CH:27]=[CH:26][C:25]=3[O:31][CH2:32][CH2:33][OH:34])[C:5]2=[CH:4][CH:3]=1.[CH2:36]([Sn](CCCC)(CCCC)C#CC)[CH2:37][CH2:38]C>O1CCOCC1.[Cu]I.C1C=CC(/C=C/C(/C=C/C2C=CC=CC=2)=O)=CC=1.C1C=CC(/C=C/C(/C=C/C2C=CC=CC=2)=O)=CC=1.C1C=CC(/C=C/C(/C=C/C2C=CC=CC=2)=O)=CC=1.[Pd].[Pd].C1(P(C2C=CC=CC=2)C2C=CC=CC=2)C=CC=CC=1>[Cl:1][C:2]1[CH:7]=[C:6]2[NH:8][C:9](=[O:35])[C:10]3([CH:15]([C:16]4[CH:21]=[CH:20][CH:19]=[C:18]([Cl:22])[CH:17]=4)[CH2:14][C:13](=[O:23])[NH:12][CH:11]3[C:24]3[CH:29]=[C:28]([C:36]#[C:37][CH3:38])[CH:27]=[CH:26][C:25]=3[O:31][CH2:32][CH2:33][OH:34])[C:5]2=[CH:4][CH:3]=1 |f:4.5.6.7.8|. Procedure details: To a suspension of racemic (2′R,3R,4′S)-6-chloro-4′-(3-chlorophenyl)-2′-[5-iodo-2-(2-hydroxy-ethoxy)-phenyl]spiro[3H-indole-3,3′-piperidine]-2,6′(1H)-dione (0.2 g, 0.32 mmol) prepared in Example 190c in dioxane (10 mL) was added CuI (5 mg, 0.026 mmol) (Aldrich). The mixture was degassed under nitrogen for 5 min, then tris(dibenzylideneacetone)dipalladium(0) (23 mg, 0.026 mmol, Strem), tri-phenylphosphine (6.7 mg, 0.026 mmol), and tributyl(1-propynyl)tin (1.1 g, 3.2 mmol, Aldrich) were added sequ...